This data is from the Open Reaction Database (ORD), a public repository of structured organic reaction records. The task is: describe an organic reaction: reactants, conditions, products, and yield Reaction SMILES: [Br:1][c:2]1[cH:3][cH:4][c:5]([O:6][CH3:7])[c:8]([CH3:9])[cH:10]1.[Br:25][c:26]1[cH:27][c:28]([F:35])[c:29]([O:33][CH3:34])[cH:30][c:31]1[F:32].[CH3:11][CH2:12][c:13]1[cH:14][cH:15][cH:16][cH:17][c:18]1[N:19]1[CH2:20][CH2:21][NH:22][CH2:23][CH2:24]1.[c:36]1([CH2:42][CH2:43][CH2:44][CH:45]2[CH2:46][CH2:47][NH:48][CH2:49][CH2:50]2)[cH:37][cH:38][cH:39][cH:40][cH:41]1>>[c:26]1([N:48]2[CH2:47][CH2:46][CH:45]([CH2:44][CH2:43][CH2:42][c:36]3[cH:37][cH:38][cH:39][cH:40][cH:41]3)[CH2:50][CH2:49]2)[cH:27][c:28]([F:35])[c:29]([O:33][CH3:34])[cH:30][c:31]1[F:32]. The reactants are COc1ccc(Br)cc1C, COc1cc(F)c(Br)cc1F, CCc1ccccc1N1CCNCC1, c1ccc(CCCC2CCNCC2)cc1. Product: COc1cc(F)c(N2CCC(CCCc3ccccc3)CC2)cc1F. Starting materials: BrCC(=O)C1=NC=C(C=C1Cl)Cl (2-bromo-1-(3,5-dichloropyridin-2-yl)ethanone), C1(C=2C(C(N1)=O)=CC=CC2)=O.[K] (potassium phthalimide), O (water). The solvent is CN(C=O)C (N,N-dimethylformamide). Conditions: temperature 80 celsius, time 3 hour. Product: ClC=1C(=NC=C(C1)Cl)C(CN1C(C=2C(C1=O)=CC=CC2)=O)=O (N-[2-(3,5-dichloropyridin-2-yl)-2-oxoethyl]phthalimide). Isolated yield 8.6%. RXN SMILES: Br[CH2:2][C:3]([C:5]1[C:10]([Cl:11])=[CH:9][C:8]([Cl:12])=[CH:7][N:6]=1)=[O:4].[C:13]1(=[O:23])[NH:17][C:16](=[O:18])[C:15]2=[CH:19][CH:20]=[CH:21][CH:22]=[C:14]12.[K].O>CN(C)C=O>[Cl:11][C:10]1[C:5]([C:3](=[O:4])[CH2:2][N:17]2[C:16](=[O:18])[C:15]3=[CH:19][CH:20]=[CH:21][CH:22]=[C:14]3[C:13]2=[O:23])=[N:6][CH:7]=[C:8]([Cl:12])[CH:9]=1 |f:1.2,^1:23|. Reported procedure: To 3.00 g of the 2-bromo-1-(3,5-dichloropyridin-2-yl)ethanone prepared in Step 2 in Synthetic Example 2 in 30 ml of N,N-dimethylformamide, 4.13 g of potassium phthalimide was added, and the mixture was stirred at 80° C. for 3 hours and then at room temperature for 18 hours. After completion of the reaction, the reaction mixture was mixed with 150 ml of water and extracted with ethyl acetate (50 ml×2), the resulting organic layers were combined, washed with water (50 ml×1) and dried over saturate... Starting materials: K-phosphate, C=1N=C(C2=C(N1)N(C=N2)[C@H]3[C@@H]([C@@H]([C@H](O3)COP(=O)(O)OP(=O)(O)OC[C@@H]4[C@H]([C@H]([C@@H](O4)N5C=CCC(=C5)C(=O)N)O)O)O)OP(=O)(O)O)N (NADPH), C=1C=CC(=C(C1)C(=O)C[C@@H](C(=O)O)N)N (L-kynurenine). The product is C1=CC(=C(C(=C1)O)N)C(=O)C[C@@H](C(=O)O)N (L-3-hydroxykynurenine). RXN SMILES: C1N=C(N)C2N=CN([C@@H]3[O:14][C@H](COP(OP(OC[C@H]4O[C@@H](N5C=C(C(N)=O)CC=C5)[C@H](O)[C@@H]4O)(O)=O)(O)=O)[C@@H](O)[C@H]3OP(O)(O)=O)C=2N=1.[CH:49]1[CH:50]=[CH:51][C:52]([NH2:63])=[C:53]([C:55]([CH2:57][C@H:58]([NH2:62])[C:59]([OH:61])=[O:60])=[O:56])[CH:54]=1>>[CH:49]1[CH:50]=[C:51]([OH:14])[C:52]([NH2:63])=[C:53]([C:55]([CH2:57][C@H:58]([NH2:62])[C:59]([OH:61])=[O:60])=[O:56])[CH:54]=1. Procedure details: The reaction mixture contained: 75 μl of suspended homogenate; 100 μl of substrate solution containing 50 mM K-phosphate buffer pH 7.5, 2 mM MgCl2, 0.4 mM NADPH, 50 μM L-kynurenine (final concentration), and 25 μl of different concentrations of inhibitor solutions. The reaction was stopped by addition of 200 μl of 1 M HClO4 after 60 min incubation. L-3-hydroxykynurenine formed was quantified by HPLC with coulometric detection at a working voltage of +0.2 V. The column was a 10 cm C18 reversed ph...